Dataset: the Open Reaction Database (ORD), a public repository of structured organic reaction records. Task: describe an organic reaction: reactants, conditions, products, and yield The reactants are C(C)OC(=O)NNC(=O)NCC(=O)OC (1-ethoxycarbonyl-4-methoxycarbonylmethyl-semicarbazide), 4-M, Cl (hydrochloric acid). Run in [OH-].[K+] (potassium hydroxide). Run at time 8 hour. Yields the product O=C1NNC(N1CC(=O)OC)=O (methyl 3,5-dioxo-1,2,4-triazolidine-4-acetate). Yield: 34.7%. RXN SMILES: C(O[C:4]([NH:6][NH:7][C:8]([NH:10][CH2:11][C:12]([O:14][CH3:15])=[O:13])=[O:9])=[O:5])C.Cl>[OH-].[K+]>[O:9]=[C:8]1[N:10]([CH2:11][C:12]([O:14][CH3:15])=[O:13])[C:4](=[O:5])[NH:6][NH:7]1 |f:2.3|. Procedure: 27.47 g (0.125 mol) of 1-ethoxycarbonyl-4-methoxycarbonylmethyl-semicarbazide were dissolved in 95 ml (0.38 mol) of 4-M potassium hydroxide solution and heated on a steam-bath for 1.5 hours. The resulting solution was cooled to room temperature, acidified to pH 1 with concentrated hydrochloric acid and evaporated in vacuo to give a colourless solid. This solid was extracted with three 90 ml portions of boiling methanol. The extracts were filtered, combined and added to 400 ml of methanolic hydro... The reactants are Cl (hydrochloric acid), C1(CCCC1)OC1=CC(=C(C(=O)C2=CC(=C(OCC3=CC=C(C(=O)O)C=C3)C=C2)CCC(=O)OCC)C=C1)O (4-{[4-[4-(cyclopentyloxy)-2-hydroxybenzoyl]-2-(3-ethoxy-3-oxopropyl)phenoxy]methyl} benzoic acid), C(=O)(N1C=NC=C1)N1C=NC=C1 (1,1′-carbonyldiimidazole), CS(=O)(=O)N (methanesulfonamide), N12CCCCCC2=NCCC1 (1,8-diazabicyclo[5.4.0]undec-7-ene). Run in O (water), C(Cl)Cl (methylene chloride), O1CCCC1 (tetrahydrofuran). Reaction conditions: time 1 hour. Product: C1(CCCC1)OC1=CC(=C(C(=O)C=2C=CC(=C(C2)CCC(=O)OCC)OCC2=CC=C(C=C2)C(=O)NS(=O)(=O)C)C=C1)O (ethyl 3-{5-[4-(cyclopentyloxy)-2-hydroxybenzoyl]-2-[(4-{[(methylsulfonyl)amino]carbonyl}benzyl)oxy]phenyl}propanoate). Yield: 56.8%. Reaction SMILES: [CH:1]1([O:6][C:7]2[CH:38]=[CH:37][C:10]([C:11]([C:13]3[CH:29]=[CH:28][C:16]([O:17][CH2:18][C:19]4[CH:27]=[CH:26][C:22]([C:23](O)=[O:24])=[CH:21][CH:20]=4)=[C:15]([CH2:30][CH2:31][C:32]([O:34][CH2:35][CH3:36])=[O:33])[CH:14]=3)=[O:12])=[C:9]([OH:39])[CH:8]=2)[CH2:5][CH2:4][CH2:3][CH2:2]1.C(N1C=CN=C1)(N1C=CN=C1)=O.[CH3:52][S:53]([NH2:56])(=[O:55])=[O:54].N12CCCN=C1CCCCC2.Cl>O1CCCC1.O.C(Cl)Cl>[CH:1]1([O:6][C:7]2[CH:38]=[CH:37][C:10]([C:11]([C:13]3[CH:29]=[CH:28][C:16]([O:17][CH2:18][C:19]4[CH:27]=[CH:26][C:22]([C:23]([NH:56][S:53]([CH3:52])(=[O:55])=[O:54])=[O:24])=[CH:21][CH:20]=4)=[C:15]([CH2:30][CH2:31][C:32]([O:34][CH2:35][CH3:36])=[O:33])[CH:14]=3)=[O:12])=[C:9]([OH:39])[CH:8]=2)[CH2:5][CH2:4][CH2:3][CH2:2]1. Procedure details: 1.00 g of 4-{[4-[4-(cyclopentyloxy)-2-hydroxybenzoyl]-2-(3-ethoxy-3-oxopropyl)phenoxy]methyl} benzoic acid was dissolved in 12 mL of tetrahydrofuran, to which 1.03 g of 1,1′-carbonyldiimidazole was added at room temperature, and then this mixture was stirred for one hour while heating it under reflux. After the reaction mixture was cooled to room temperature, 1.07 g of methanesulfonamide and 1.7 mL of 1,8-diazabicyclo[5.4.0]undec-7-ene were added to this mixture, which was stirred for 30 minutes... Yield: 81.0%. The product is O=C(NCC=1C=CC=CC1)C2=CC(OC)=CC=C2B3OC(C)(C)C(O3)(C)C. The solvent is O1CCCC1. The reagents and catalysts are O1B(OC(C)(C)C1(C)C)B2OC(C)(C)C(O2)(C)C, O=C(NC1=CC=CC2=C1NC(=C2C)C)C=3C=NC(=CC3)C4=NC=CC=C4, C[OH2+].C[OH2+].C1CC=CCCC=C1.C1CC=CCCC=C1.[Ir].[Ir]. Conditions: temperature 60 celsius, time 96 hour. Procedure: Isolated by chromatography using deactivated silica gel and ethyl acetate and petroleum ether (10:1 to 1:1) as the eluent. Reactants: O=C(NCC=1C=CC=CC1)C=2C=CC=C(OC)C2. Starting materials: [H-].[Na+] (sodium hydride), C(C)(C)OC(C)C (diisopropyl ether), CN1C(C=2C3=C(C=4NC5=CC=CC=C5C4C2C1=O)NC=1C=CC=CC13)=O (6,7,12,13-Tetrahydro-6-methyl-5,7-dioxo-5H-indolo[2,3-a]pyrrolo[3,4-c]carbazole), [Cl-].C(C)[N+]1(CC(C1)O)CC (1,1-diethyl-3-hydroxyazetidinium chloride). Procedure: The starting material is prepared in the following manner: 1 g (2.95 mmol) 6,7,12,13-Tetrahydro-6-methyl-5,7-dioxo-5H-indolo[2,3-a]pyrrolo[3,4-c]carbazole (precursor for Example 5) is dissolved in 15 ml dry dimethylformamide and added dropwise, under an atmosphere of argon, to a suspension of 100 mg (3.3 mmol) sodium hydride (80% in paraffin oil) in 25 ml dimethyl formamide. After stirring for 1 hour at 20° C., 915 mg (5.9 mmol) 1,1-diethyl-3-hydroxyazetidinium chloride are added thereto and the... The solvent is CN(C=O)C (dimethyl formamide), CN(C=O)C (dimethylformamide). Yields the product C(C)N(CC(CN1C2=CC=CC=C2C=2C3=C(C4=C(C12)NC=1C=CC=CC14)C(N(C3=O)C)=O)O)CC ((±)-12-(3-Diethylamino-2-hydroxy-1-propyl)-6,7,12,13-tetrahydro-6-methyl-5,7-dioxo-5H-indolo[2,3-a]pyrrolo[3,4-c]-carbazole). Run at temperature 20 celsius, time 1 hour. Reaction SMILES: [CH3:1][N:2]1[C:17](=[O:18])[C:16]2[C:15]3[C:14]4[C:9](=[CH:10][CH:11]=[CH:12][CH:13]=4)[NH:8][C:7]=3[C:6]3[NH:19][C:20]4[CH:21]=[CH:22][CH:23]=[CH:24][C:25]=4[C:5]=3[C:4]=2[C:3]1=[O:26].[H-].[Na+].[Cl-].[CH2:30]([N+:32]1([CH2:37][CH3:38])[CH2:35][CH:34]([OH:36])[CH2:33]1)[CH3:31].C(OC(C)C)(C)C>CN(C)C=O>[CH2:30]([N:32]([CH2:37][CH3:38])[CH2:33][CH:34]([OH:36])[CH2:35][N:19]1[C:6]2[C:7]3[NH:8][C:9]4[CH:10]=[CH:11][CH:12]=[CH:13][C:14]=4[C:15]=3[C:16]3[C:17](=[O:18])[N:2]([CH3:1])[C:3](=[O:26])[C:4]=3[C:5]=2[C:25]2[C:20]1=[CH:21][CH:22]=[CH:23][CH:24]=2)[CH3:31] |f:1.2,3.4|. Run at time 20 hour. The reactants are O (water), C(#N)CC(=O)OCC (Ethyl cyanoacetate), [Na] (sodium), BrC=C=C(C)C (1-bromo-3,3-dimethylallene). Yields the product C(#N)C(C(=O)OCC)C(C#C)(C)C (ethyl 2-cyano-3,3-dimethylpent-4-ynoate). Procedure: Ethyl cyanoacetate (77.0 g.) was slowly added at 40° C. to a stirred solution of sodium (15.7 g.) in ethanol (400 ml.) and 15 minutes after the addition was completed 1-bromo-3,3-dimethylallene (100 g.) was carefully added over about 30 minutes. The mixture was then heated at the reflux temperature for a period of 2.5 hours and then kept at the ambient temperature for a further 20 hours. The mixture was then poured into an excess of water and extracted with chloroform. The extract was washed wit... As a reaction SMILES: [C:1]([CH2:3][C:4]([O:6][CH2:7][CH3:8])=[O:5])#[N:2].[Na].Br[CH:11]=[C:12]=[C:13]([CH3:15])[CH3:14].O>C(O)C>[C:1]([CH:3]([C:13]([CH3:15])([CH3:14])[C:12]#[CH:11])[C:4]([O:6][CH2:7][CH3:8])=[O:5])#[N:2] |^1:8|. Solvent: C(C)O (ethanol).